Dataset: the Open Reaction Database (ORD), a public repository of structured organic reaction records. Task: describe an organic reaction: reactants, conditions, products, and yield The reactants are C(C=CC1=CC=CC=C1)(=O)Cl (Cinnamoyl chloride), NC1=C(CCC2N(CCCC2)C)C=CC=C1 (2-(o-aminophenethyl)-1-methylpiperidine). The solvent is N1=CC=CC=C1 (pyridine). Run at time 3 hour. Yields the product CN1C(CCCC1)CCC1=C(NC(C=CC2=CC=CC=C2)=O)C=CC=C1 (2'-[2-(1-Methyl-2-piperidyl)ethyl]-cinnamanilide). Isolated yield 70.0%. Reaction SMILES: [C:1](Cl)(=[O:10])[CH:2]=[CH:3][C:4]1[CH:9]=[CH:8][CH:7]=[CH:6][CH:5]=1.[NH2:12][C:13]1[CH:27]=[CH:26][CH:25]=[CH:24][C:14]=1[CH2:15][CH2:16][CH:17]1[CH2:22][CH2:21][CH2:20][CH2:19][N:18]1[CH3:23]>N1C=CC=CC=1>[CH3:23][N:18]1[CH2:19][CH2:20][CH2:21][CH2:22][CH:17]1[CH2:16][CH2:15][C:14]1[CH:24]=[CH:25][CH:26]=[CH:27][C:13]=1[NH:12][C:1](=[O:10])[CH:2]=[CH:3][C:4]1[CH:9]=[CH:8][CH:7]=[CH:6][CH:5]=1. Reported procedure: Cinnamoyl chloride (6.0 g., 0.036 mole) is added to a solution of 2-(o-aminophenethyl)-1-methylpiperidine (7.8 g., 0.036 mole) in 100 ml. of pyridine in one portion with vigorous stirring. Stirring is continued for 3 hours and the pyridine solution is then concentrated in vacuo. The resulting residue is taken up to 150 ml. of water and made basic with 40% sodium hydroxide. The basified solution is extracted with several 200 ml. portions of ether, which are combined, washed with water, dried over... The reactants are C(C)C1=C(C(=NN1)C(=O)O)C (5-ethyl-4-methyl-1H-pyrazole-3-carboxylic acid), Cl[Si](C)(C)C (chlorotrimethylsilane). Run in CO (methanol). Run at time 1 hour. The product is Cl.C(C)C1=C(C(=NN1)C(=O)OC)C (Methyl 5-ethyl-4-methyl-1H-pyrazole-3-carboxylate hydrochloride). Isolated yield 62.6%. Reaction SMILES: [CH2:1]([C:3]1[NH:7][N:6]=[C:5]([C:8]([OH:10])=[O:9])[C:4]=1[CH3:11])[CH3:2].[Cl:12][Si](C)(C)[CH3:14]>CO>[ClH:12].[CH2:1]([C:3]1[NH:7][N:6]=[C:5]([C:8]([O:10][CH3:14])=[O:9])[C:4]=1[CH3:11])[CH3:2] |f:3.4|. Reported procedure: To a mechanically stirred suspension of 5-ethyl-4-methyl-1H-pyrazole-3-carboxylic acid (1.0 g, 6.49 mmol) in dry methanol (30 mL) was added chlorotrimethylsilane (2.5 mL, 19.5 mmol). The reaction mixture was heated at reflux over night. After being cooled to rt, the solvent was removed in vacuo, and the residue was stirred in diethyl ether (20 mL) for 1 h. After filtration and vacuum drying the title compound was obtained as white crystals (832 mg, 63%): 1H NMR (400 MHz, CDCl3) δ 10.55 (broad, 1... Reported procedure: A mixture of 5-(4-aminophenyl)-1,3,4-oxadiazol-2(3H)-one (0.41 g), 4H-pyran-4-one (0.24 g), and hydrochloric acid (2N, 1.15 ml) in water (25 ml) was stirred under reflux for 3 hours to afford a yellow solid. This solid was added to hot water with stirring and the resulting suspension was made alkaline (pH 8) with aqueous ammonia and was then filtered. The collected solid was dissolved in aqueous potassium carbonate and the resulting solution was neutralised with dilute acetic acid to afford an e... Product: O=C1C=CN(C=C1)C1=CC=C(C=C1)C1=NNC(O1)=O (5-[4-(4-Oxo-1,4-dihydropyridin-1-yl)phenyl]-1,3,4-oxadiazol-2(3H)-one). Solvent: O (water), O (water). Reaction SMILES: [NH2:1][C:2]1[CH:7]=[CH:6][C:5]([C:8]2[O:12][C:11](=[O:13])[NH:10][N:9]=2)=[CH:4][CH:3]=1.O1[CH:19]=[CH:18][C:17](=[O:20])[CH:16]=[CH:15]1.Cl.N>O>[O:20]=[C:17]1[CH:18]=[CH:19][N:1]([C:2]2[CH:3]=[CH:4][C:5]([C:8]3[O:12][C:11](=[O:13])[NH:10][N:9]=3)=[CH:6][CH:7]=2)[CH:15]=[CH:16]1. Starting materials: N (ammonia), NC1=CC=C(C=C1)C1=NNC(O1)=O (5-(4-aminophenyl)-1,3,4-oxadiazol-2(3H)-one), O1C=CC(C=C1)=O (4H-pyran-4-one), Cl (hydrochloric acid). Reactants: N1CCC(=CC1)C1=CC=C(C=C1)NC(=O)N1CC=2C=NC=CC2C1 (N-(4-(1,2,3,6-tetrahydropyridin-4-yl)phenyl)-1H-pyrrolo[3,4-c]pyridine-2(3H)-carboxamide), O1CC(CC1)C=O (tetrahydrofuran-3-carbaldehyde). Yields the product O1CC(CC1)CN1CCC(CC1)C1=CC=C(C=C1)NC(=O)N1CC=2C=NC=CC2C1 (N-{4-[1-(tetrahydrofuran-3-ylmethyl)piperidin-4-yl]phenyl}-1,3-dihydro-2H-pyrrolo[3,4-c]pyridine-2-carboxamide). As a reaction SMILES: [NH:1]1[CH2:6][CH:5]=[C:4]([C:7]2[CH:12]=[CH:11][C:10]([NH:13][C:14]([N:16]3[CH2:24][C:23]4[CH:22]=[CH:21][N:20]=[CH:19][C:18]=4[CH2:17]3)=[O:15])=[CH:9][CH:8]=2)[CH2:3][CH2:2]1.[O:25]1[CH2:29][CH2:28][CH:27]([CH:30]=O)[CH2:26]1>>[O:25]1[CH2:29][CH2:28][CH:27]([CH2:30][N:1]2[CH2:2][CH2:3][CH:4]([C:7]3[CH:12]=[CH:11][C:10]([NH:13][C:14]([N:16]4[CH2:24][C:23]5[CH:22]=[CH:21][N:20]=[CH:19][C:18]=5[CH2:17]4)=[O:15])=[CH:9][CH:8]=3)[CH2:5][CH2:6]2)[CH2:26]1. Procedure details: The title compound was prepared as described in Example 926, substituting N-(4-(piperidin-4-yl)phenyl)-1H-pyrrolo[3,4-c]pyridine-2(3H)-carboxamide for N-(4-(1,2,3,6-tetrahydropyridin-4-yl)phenyl)-1H-pyrrolo[3,4-c]pyridine-2(3H)-carboxamide and tetrahydrofuran-3-carbaldehyde for isobutraldehyde. 1H NMR (400 MHz, DMSO-d6) δ ppm 8.60 (s, 1H), 8.50 (d, J=5.0 Hz, 1H), 8.33 (s, 1H), 7.44 (m, 3H), 7.13 (m, 2H), 4.78 (m, 4H), 3.71 (m, 2H), 3.61 (q, J=7.6 Hz, 1H), 3.36 (m, 2H), 2.96 (m, 2H), 2.40 (m, 1H)... The reactants are C1(CC1)COC(=O)SC1C(C(N1C(C(=O)OC)=C(CBr)OC(=O)OCC1CC1)=O)N1C(C=2C(C1=O)=CC=CC2)=O (methyl α-[4-cyclopropylmethoxycarbonylthio-3-phthalimido-2-oxoazetidin-1-yl]-α-(2-bromo-1-cyclopropylmethoxycarbonyloxyethylidene)-acetate), [Cl-].[Al+3].[Cl-].[Cl-] (aluminum chloride), Cl (hydrochloric acid). The solvent is C(Cl)Cl (methylene chloride). Run at time 1 hour. Yields the product SC1C(C(N1C(C(=O)OC)=C(CBr)O)=O)N1C(C=2C(C1=O)=CC=CC2)=O (methyl α-[4-mercapto-3-phthalimido-2-oxoazetidin-1-yl]-α-(2-bromo-1-hydroxyethylidene)-acetate). Isolated yield 72.8%. Reaction SMILES: C1(COC([S:8][CH:9]2[N:12]([C:13](=[C:18]([O:21]C(OCC3CC3)=O)[CH2:19][Br:20])[C:14]([O:16][CH3:17])=[O:15])[C:11](=[O:29])[CH:10]2[N:30]2[C:34](=[O:35])[C:33]3=[CH:36][CH:37]=[CH:38][CH:39]=[C:32]3[C:31]2=[O:40])=O)CC1.[Cl-].[Al+3].[Cl-].[Cl-].Cl>C(Cl)Cl>[SH:8][CH:9]1[N:12]([C:13](=[C:18]([OH:21])[CH2:19][Br:20])[C:14]([O:16][CH3:17])=[O:15])[C:11](=[O:29])[CH:10]1[N:30]1[C:31](=[O:40])[C:32]2=[CH:39][CH:38]=[CH:37][CH:36]=[C:33]2[C:34]1=[O:35] |f:1.2.3.4|. Procedure: To a solution of methyl α-[4-cyclopropylmethoxycarbonylthio-3-phthalimido-2-oxoazetidin-1-yl]-α-(2-bromo-1-cyclopropylmethoxycarbonyloxyethylidene)-acetate (500 mg) in methylene chloride (20 ml) is added aluminum chloride (510 mg) at once, and the mixture is stirred at room temperature. After 1 hour, the mixture is poured into cold 3% hydrochloric acid (20 ml), and extracted with methylene chloride. The extract solution is washed with water, dried over magnesium sulfate, and evaporated to give m... Starting materials: O=C1NC2=C(N1C1CCN(CC1)CCNC(OCC)=O)C=CC=C2 (ethyl 2-[4-(2,3-dihydro-2-oxo-1H-benzimidazol-1-yl)-1-piperidinyl]ethylcarbamate), Br (hydrobromic acid). The solvent is O (water). The product is Br.Br.NCCN1CCC(CC1)N1C(NC2=C1C=CC=C2)=O (1-[1-(2-aminoethyl)-4-piperidinyl]-1,3-dihydro-2H-benzimidazol-2-one dihydrobromide). RXN SMILES: [O:1]=[C:2]1[N:6]([CH:7]2[CH2:12][CH2:11][N:10]([CH2:13][CH2:14][NH:15]C(=O)OCC)[CH2:9][CH2:8]2)[C:5]2[CH:21]=[CH:22][CH:23]=[CH:24][C:4]=2[NH:3]1.[BrH:25]>O>[BrH:25].[BrH:25].[NH2:15][CH2:14][CH2:13][N:10]1[CH2:11][CH2:12][CH:7]([N:6]2[C:5]3[CH:21]=[CH:22][CH:23]=[CH:24][C:4]=3[NH:3][C:2]2=[O:1])[CH2:8][CH2:9]1 |f:3.4.5|. Procedure: A mixture of 0.333 parts of ethyl 2-[4-(2,3-dihydro-2-oxo-1H-benzimidazol-1-yl)-1-piperidinyl]ethylcarbamate, 1.65 parts of hydrobromic acid solution 48% and 0.11 parts of water is stirred and refluxed for 2 hours. The hydrobromic acid and water are evaporated. The residue is taken up three times in benzene, while each time the latter is evaporated. The oily residue is crystallized from 2- propanol. The product is filtered off and recrystallized from a small amount of ethanol, yielding 0.27 part... Starting materials: BrCC(=O)Br (2-Bromoacetyl bromide), ClC1=C(C=CC(=C1)Cl)C=CC(CC(C)=O)O (6-(2,4-dichlorophenyl)-4-hydroxy-5-hexene-2-one), N1=CC=CC=C1 (pyridine). The solvent is CCOCC (ether). Conditions: temperature 20 celsius, time 2 hour. Product: BrCC(=O)OC(CC(C)=O)C=CC1=C(C=C(C=C1)Cl)Cl (6-(2,4-Dichlorophenyl)-2-oxo-5-hexene-4-yl 2-Bromoacetate). The yield is 56.2%. RXN SMILES: [Br:1][CH2:2][C:3](Br)=[O:4].[Cl:6][C:7]1[CH:12]=[C:11]([Cl:13])[CH:10]=[CH:9][C:8]=1[CH:14]=[CH:15][CH:16]([OH:21])[CH2:17][C:18](=[O:20])[CH3:19].N1C=CC=CC=1>CCOCC>[Br:1][CH2:2][C:3]([O:21][CH:16]([CH:15]=[CH:14][C:8]1[CH:9]=[CH:10][C:11]([Cl:13])=[CH:12][C:7]=1[Cl:6])[CH2:17][C:18](=[O:20])[CH3:19])=[O:4]. Procedure: 2-Bromoacetyl bromide (1.1 ml, 13.2 mmole) was added dropwise to a stirred solution of 6-(2,4-dichlorophenyl)-4-hydroxy-5-hexene-2-one (3.4 g, 13.1 mmole) and pyridine (1.07 ml, 13.2 mmole) in ether (100 ml) at 0° C. The ice bath was removed and the reaction mixture was stirred at 20° C. for 2 hours and then diluted with H2O (100 ml). The organic layer was separated and washed with 1 N HCl (100 ml), H2O (2×100 ml) and brine, dried over MgSO4, filtered and evaporated. The residual oil was chromat... Starting materials: ClC=1C=CC(=NC1)N1CCN(CC1)S(=O)(=O)/C=C/CCC1=NC=C(C=N1)F (2-((E)-4-[4-(5-chloropyridin-2-yl)piperazino]sulfonylbut-3-enyl)-5-fluoropyrimidine), ClC=1C=CC(=NC1)N1CCN(CC1)S(=O)(=O)\C=C/CCC1=NC=C(C=N1)F (2-((Z)-4-[4-(5-chloropyridin-2-yl)piperazino]sulfonylbut-3-enyl)-5-fluoropyrimidine), NO (hydroxylamine). Run in CCOC(=O)C (EtOAc), O1CCCC1 (tetrahydrofuran). Reaction conditions: time 18 hour. Yields the product ClC=1C=CC(=NC1)N1CCN(CC1)S(=O)(=O)CC(CCC1=NC=C(C=N1)F)NO (2-[4-[4-(5-chloropyridin-2-yl)piperazino]sulfonyl-3-(hydroxyamino)butyl]-5-fluoropyrimidine). Reaction SMILES: [Cl:1][C:2]1[CH:3]=[CH:4][C:5]([N:8]2[CH2:13][CH2:12][N:11]([S:14](/[CH:17]=[CH:18]/[CH2:19][CH2:20][C:21]3[N:26]=[CH:25][C:24]([F:27])=[CH:23][N:22]=3)(=[O:16])=[O:15])[CH2:10][CH2:9]2)=[N:6][CH:7]=1.ClC1C=CC(N2CCN(S(/C=C\CCC3N=CC(F)=CN=3)(=O)=O)CC2)=NC=1.[NH2:55][OH:56]>O1CCCC1.CCOC(C)=O>[Cl:1][C:2]1[CH:3]=[CH:4][C:5]([N:8]2[CH2:13][CH2:12][N:11]([S:14]([CH2:17][CH:18]([NH:55][OH:56])[CH2:19][CH2:20][C:21]3[N:26]=[CH:25][C:24]([F:27])=[CH:23][N:22]=3)(=[O:16])=[O:15])[CH2:10][CH2:9]2)=[N:6][CH:7]=1. Reported procedure: To a solution of 2-((E)-4-[4-(5-chloropyridin-2-yl)piperazino]sulfonylbut-3-enyl)-5-fluoropyrimidine and 2-((Z)-4-[4-(5-chloropyridin-2-yl)piperazino]sulfonylbut-3-enyl)-5-fluoropyrimidine (0.44 g), in tetrahydrofuran (5 ml), was added hydroxylamine (1.0 ml, 50% aqueous solution). The mixture was stirred for 18 hours and then diluted with EtOAc(10 ml) and washed with saturated ammonium chloride solution(10 ml. The organic layer was dried over Na2SO4 and evaporated in vacuo to give 2-[4-[4-(5-chl...